From a dataset of the Open Reaction Database (ORD), a public repository of structured organic reaction records. describe an organic reaction: reactants, conditions, products, and yield The reactants are O.OC1=CC=C(CN)C=C1 (4-hydroxybenzylamine hydrate), C(C)(C)(C)OC(=O)NC(SC)=NC(=O)OC(C)(C)C (N,N'-Bis(tert-butoxycarbonyl)-S-methylisothiourea). Run in C1CCOC1 (THF). Product: C(C)(C)(C)OC(=O)NC(=NCC1=CC=C(C=C1)O)NC(=O)OC(C)(C)C (N,N'-Bis(t-butoxycarbonyl)-N"-(4-hydroxyphenyl)methylguanidine). Reaction SMILES: O.[OH:2][C:3]1[CH:10]=[CH:9][C:6]([CH2:7][NH2:8])=[CH:5][CH:4]=1.[C:11]([O:15][C:16]([NH:18][C:19](=[N:22][C:23]([O:25][C:26]([CH3:29])([CH3:28])[CH3:27])=[O:24])SC)=[O:17])([CH3:14])([CH3:13])[CH3:12]>C1COCC1>[C:26]([O:25][C:23]([NH:22][C:19]([NH:18][C:16]([O:15][C:11]([CH3:14])([CH3:13])[CH3:12])=[O:17])=[N:8][CH2:7][C:6]1[CH:9]=[CH:10][C:3]([OH:2])=[CH:4][CH:5]=1)=[O:24])([CH3:29])([CH3:28])[CH3:27] |f:0.1|. Procedure details: 4-hydroxybenzylamine hydrate, prepared as above (5.33 g) and N,N'-Bis(tert-butoxycarbonyl)-S-methylisothiourea (10.96 g) were combined in 150 mL THF, and stirred at reflux for 4 hr. The mixture was concentrated, and the crude product chromatographed on silica gel with 10% ethyl acetate in dichloromethane. Recrystallization from methanol-water provided the title compound as a white solid, mp 187°-189° C. (10 g, 70%). Reactants: C(CCCCCCCCCCCCCCC)(=O)NC1=C(C(=O)O)C=CC=C1C (2-(n-hexadecanamido)-3-methylbenzoic acid), CC(C)([O-])C.[K+] (potassium tert-butoxide). Yields the product C(CCCCCCCCCCCCCC)C=1NC2=C(C=CC=C2C1)C(=O)O (2-(n-pentadecyl)indole-7-carboxylic acid). Isolated yield 89.1%. As a reaction SMILES: [C:1]([NH:18][C:19]1[C:27]([CH3:28])=[CH:26][CH:25]=[CH:24][C:20]=1[C:21]([OH:23])=[O:22])(=O)[CH2:2][CH2:3][CH2:4][CH2:5][CH2:6][CH2:7][CH2:8][CH2:9][CH2:10][CH2:11][CH2:12][CH2:13][CH2:14][CH2:15][CH3:16].CC(C)([O-])C.[K+]>>[CH2:2]([C:1]1[NH:18][C:19]2[C:27]([CH:28]=1)=[CH:26][CH:25]=[CH:24][C:20]=2[C:21]([OH:23])=[O:22])[CH2:3][CH2:4][CH2:5][CH2:6][CH2:7][CH2:8][CH2:9][CH2:10][CH2:11][CH2:12][CH2:13][CH2:14][CH2:15][CH3:16] |f:1.2|. Procedure: A mixture of 2-(n-hexadecanamido)-3-methylbenzoic acid (5.0 g) and potassium tert-butoxide (20 g) was treated in a similar manner to that described in Example 1 to give a solid, which was recrystallised from methanol to give 2-(n-pentadecyl)indole-7-carboxylic acid (4.25 g), in the form of a white solid, m.p. 93°-99° C. Yields the product C(C)(C)(C)OC(=O)N1C[C@H]([C@@H](CC1)NC(=O)OCC1=CC=CC=C1)O ((±)-trans-4-benzyloxycarbonylamino-3-hydroxy-piperidine-1-carboxylic acid tert-butyl ester). Procedure: To a stirred solution of (±)-trans-4-amino-3-hydroxy-piperidine-1-carboxylic acid tert-butyl ester (9.48 mmol, 2.05 g) in a biphasic mixture of DCM (10 mL) and saturated sodium bicarbonate (10 mL) at 0° C. was added benzyl chloroformate (2.0 mL) drop-wise and continued stirring at 0-5° C. for 1 h. The organic layer was separated, and the aqueous layer was extracted with DCM. The combined organic layers were dried, filtered and concentrated under reduced pressure. The residue was purified by flas... Solvent: C(Cl)Cl (DCM). Reactants: C(C)(C)(C)OC(=O)N1C[C@H]([C@@H](CC1)N)O ((±)-trans-4-amino-3-hydroxy-piperidine-1-carboxylic acid tert-butyl ester), C([O-])(O)=O.[Na+] (sodium bicarbonate), ClC(=O)OCC1=CC=CC=C1 (benzyl chloroformate). Reaction conditions: temperature 2.5 celsius, time 1 hour. Reaction SMILES: [C:1]([O:5][C:6]([N:8]1[CH2:13][CH2:12][C@@H:11]([NH2:14])[C@H:10]([OH:15])[CH2:9]1)=[O:7])([CH3:4])([CH3:3])[CH3:2].C(=O)(O)[O-].[Na+].Cl[C:22]([O:24][CH2:25][C:26]1[CH:31]=[CH:30][CH:29]=[CH:28][CH:27]=1)=[O:23]>C(Cl)Cl>[C:1]([O:5][C:6]([N:8]1[CH2:13][CH2:12][C@@H:11]([NH:14][C:22]([O:24][CH2:25][C:26]2[CH:31]=[CH:30][CH:29]=[CH:28][CH:27]=2)=[O:23])[C@H:10]([OH:15])[CH2:9]1)=[O:7])([CH3:4])([CH3:2])[CH3:3] |f:1.2|. Starting materials: CCC(C)(C)C(=O)O, CCN1C(=O)C(C)(C)c2cc3[nH]c(-c4n[nH]cc4N)nc3cc21. Yields the product CCN1C(=O)C(C)(C)c2cc3[nH]c(-c4n[nH]cc4NC(=O)C(C)(C)CC)nc3cc21. As a reaction SMILES: [CH3:24][CH2:25][C:26]([CH3:27])([CH3:28])[C:29]([OH:30])=[O:31].[NH2:1][c:2]1[c:3](-[c:7]2[n:8][c:9]3[c:10]([cH:11][c:12]4[c:16]([cH:17]3)[N:15]([CH2:18][CH3:19])[C:14](=[O:20])[C:13]4([CH3:21])[CH3:22])[nH:23]2)[n:4][nH:5][cH:6]1>>[NH:1]([c:2]1[c:3](-[c:7]2[n:8][c:9]3[c:10]([cH:11][c:12]4[c:16]([cH:17]3)[N:15]([CH2:18][CH3:19])[C:14](=[O:20])[C:13]4([CH3:21])[CH3:22])[nH:23]2)[n:4][nH:5][cH:6]1)[C:29]([C:26]([CH2:25][CH3:24])([CH3:27])[CH3:28])=[O:30]. Starting materials: NC1=NC2=CC=C(C=C2C(=N1)C(=O)N1CC2=CC=CC=C2C1)CC(=O)OCC (ethyl 2-[2-amino-4-(isoindoline-2-carbonyl)quinazolin-6-yl]acetate), [OH-].[Na+] (sodium hydroxide). Run in O1CCCC1 (tetrahydrofuran). Run at temperature 23 celsius, time 12 hour. Product: NC1=NC2=CC=C(C=C2C(=N1)C(=O)N1CC2=CC=CC=C2C1)CC(=O)O (2-[2-Amino-4-(isoindoline-2-carbonyl)quinazolin-6-yl]acetic acid). Reaction SMILES: [NH2:1][C:2]1[N:11]=[C:10]([C:12]([N:14]2[CH2:22][C:21]3[C:16](=[CH:17][CH:18]=[CH:19][CH:20]=3)[CH2:15]2)=[O:13])[C:9]2[C:4](=[CH:5][CH:6]=[C:7]([CH2:23][C:24]([O:26]CC)=[O:25])[CH:8]=2)[N:3]=1.[OH-].[Na+]>O1CCCC1>[NH2:1][C:2]1[N:11]=[C:10]([C:12]([N:14]2[CH2:15][C:16]3[C:21](=[CH:20][CH:19]=[CH:18][CH:17]=3)[CH2:22]2)=[O:13])[C:9]2[C:4](=[CH:5][CH:6]=[C:7]([CH2:23][C:24]([OH:26])=[O:25])[CH:8]=2)[N:3]=1 |f:1.2|. Procedure details: 2.7 g of ethyl 2-[2-amino-4-(isoindoline-2-carbonyl)quinazolin-6-yl]acetate are dissolved in 40 ml of tetrahydrofuran, and 25 ml of 2N sodium hydroxide solution are added. The mixture is stirred at 23° C. for 12 h, evaporated to dryness in vacuo, taken up in 10 ml of water and adjusted to pH 2 using 7 ml of 25% hydrochloric acid. The resultant precipitate is filtered off and dried in vacuo.